describe an organic reaction: reactants, conditions, products, and yield From a dataset of the Open Reaction Database (ORD), a public repository of structured organic reaction records. The reactants are CC#N, O=C(Cl)c1cc([N+](=O)[O-])cc([N+](=O)[O-])c1, [Na+], O=C([O-])O, O. Product: NC(=O)c1cc([N+](=O)[O-])cc([N+](=O)[O-])c1. Reaction SMILES: [CH3:6][C:7]#[N:8].[N+:9](=[O:10])([O-:11])[c:12]1[cH:13][c:14]([C:15](=[O:16])[Cl:17])[cH:18][c:19]([N+:21](=[O:22])[O-:23])[cH:20]1.[Na+:5].[O-:1][C:2]([OH:3])=[O:4].[OH2:24]>>[NH2:8][C:15]([c:14]1[cH:13][c:12]([N+:9](=[O:10])[O-:11])[cH:20][c:19]([N+:21](=[O:22])[O-:23])[cH:18]1)=[O:16]. The reactants are [Al+3], C1CCOC1, CCOCC, CC1(C)CC(=O)Nc2ccc(Br)cc21, [H-], [H-], [H-], [H-], [Li+]. The product is CC1(C)CCNc2ccc(Br)cc21. As a reaction SMILES: [Al+3:2].[CH2:21]1[O:22][CH2:23][CH2:24][CH2:25]1.[CH3:26][CH2:27][O:28][CH2:29][CH3:30].[CH3:7][C:8]1([CH3:20])[CH2:9][C:10](=[O:19])[NH:11][c:12]2[cH:13][cH:14][c:15]([Br:18])[cH:16][c:17]21.[H-:1].[H-:4].[H-:5].[H-:6].[Li+:3]>>[CH3:7][C:8]1([CH3:20])[CH2:9][CH2:10][NH:11][c:12]2[cH:13][cH:14][c:15]([Br:18])[cH:16][c:17]21. Reactants: ClC(Cl)Cl, CC1Oc2c(C(=O)NC3CN4CCC3CC4)cc(Cl)cc2N(C)C1=O, O=C(OO)c1cccc(Cl)c1. The product is CC1Oc2c(C(=O)[NH+]([O-])C3CN4CCC3CC4)cc(Cl)cc2N(C)C1=O. Reaction SMILES: [CH:37]([Cl:38])([Cl:39])[Cl:40].[Cl:1][c:2]1[cH:3][c:4]([C:15](=[O:16])[NH:17][CH:18]2[CH2:19][N:20]3[CH2:21][CH2:22][CH:23]2[CH2:24][CH2:25]3)[c:5]2[c:6]([cH:14]1)[N:7]([CH3:13])[C:8](=[O:12])[CH:9]([CH3:11])[O:10]2.[Cl:26][c:27]1[cH:28][cH:29][cH:30][c:31]([C:32]([O:33][OH:35])=[O:34])[cH:36]1>>[Cl:1][c:2]1[cH:3][c:4]([C:15](=[O:16])[NH+:17]([CH:18]2[CH2:19][N:20]3[CH2:21][CH2:22][CH:23]2[CH2:24][CH2:25]3)[O-:34])[c:5]2[c:6]([cH:14]1)[N:7]([CH3:13])[C:8](=[O:12])[CH:9]([CH3:11])[O:10]2. Reactants: C(=O)(O)C=1C(=NOC1CCCCCC)C1=C(C=CC=C1F)F (4-Carboxy-5-hexyl-3-(2,6-difluorophenyl)isoxazole), NC=1C=C(C=CC1)CC(=O)NC1=CC(=C(C(=C1)OC)OC)OC (2-(3-aminophenyl)-N-(3,4,5-trimethoxyphenyl)acetamide), CCN=C=NCCCN(C)C (EDCI), C(Cl)Cl (CH2Cl2). The reagents and catalysts are CN(C)C=1C=CN=CC1 (DMAP). Product: COC=1C=C(C=C(C1OC)OC)NC(CC1=CC(=CC=C1)NC(=O)C=1C(=NOC1CCCCCC)C1=C(C=CC=C1F)Cl)=O (N-(3,4,5-Trimethoxyphenyl)-3-(5-hexyl-3-(2-chloro-6-fluoro-phenyl)isoxazol-4-oyl)aminophenyl Acetamide). Yield: 65.0%. Reaction SMILES: [C:1]([C:4]1[C:5]([C:15]2[C:20](F)=[CH:19][CH:18]=[CH:17][C:16]=2[F:22])=[N:6][O:7][C:8]=1[CH2:9][CH2:10][CH2:11][CH2:12][CH2:13][CH3:14])([OH:3])=O.[NH2:23][C:24]1[CH:25]=[C:26]([CH2:30][C:31]([NH:33][C:34]2[CH:39]=[C:38]([O:40][CH3:41])[C:37]([O:42][CH3:43])=[C:36]([O:44][CH3:45])[CH:35]=2)=[O:32])[CH:27]=[CH:28][CH:29]=1.CCN=C=NCCCN(C)C.C(Cl)[Cl:58]>CN(C1C=CN=CC=1)C>[CH3:45][O:44][C:36]1[CH:35]=[C:34]([NH:33][C:31](=[O:32])[CH2:30][C:26]2[CH:27]=[CH:28][CH:29]=[C:24]([NH:23][C:1]([C:4]3[C:5]([C:15]4[C:16]([F:22])=[CH:17][CH:18]=[CH:19][C:20]=4[Cl:58])=[N:6][O:7][C:8]=3[CH2:9][CH2:10][CH2:11][CH2:12][CH2:13][CH3:14])=[O:3])[CH:25]=2)[CH:39]=[C:38]([O:40][CH3:41])[C:37]=1[O:42][CH3:43]. Procedure details: 4-Carboxy-5-hexyl-3-(2,6-difluorophenyl)isoxazole (150 mg, 0.46 mmol), 2-(3-aminophenyl)-N-(3,4,5-trimethoxyphenyl)acetamide (160 mg, 0.51 mmol), EDCI (150 mg, 0.78 mmol), DMAP (12 mg, 0.10 mmol) were reacted in CH2Cl2 (5 ml) for 19 h then applied to a silica gel column. Elution with hexanes/EtOAc (gradient) gave the title compound (185 mg, 65%).